This data is from the Open Reaction Database (ORD), a public repository of structured organic reaction records. The task is: describe an organic reaction: reactants, conditions, products, and yield The reactants are C(C)OC(CCC1(SCC(S1)CS)CCC(=O)OCC)=O (Diethyl-4-(mercaptomethyl)-1,3-dithiolane-2,2-dipropanoate), C(CC)C1=C(OCCCBr)C=CC(=C1O)C(C)=O (3-(2-n-propyl-3-hydroxy-4-acetylphenoxy)-1-bromopropane), C([O-])([O-])=O.[K+].[K+] (potassium carbonate). Run in C(C)C(=O)C (methyl ethyl ketone). Yields the product C(C)(=O)C1=C(C(=C(OCCCSCC2SC(SC2)(CCC(=O)OCC)CCC(=O)OCC)C=C1)CCC)O (Diethyl 4-[[[3-(4-acetyl-3-hydroxy-2-propylphenoxy)propyl]thio]methyl]-1,3-dithiolane-2,2-dipropanoate), product. Yield: 70.0%. As a reaction SMILES: [CH2:1]([O:3][C:4](=[O:21])[CH2:5][CH2:6][C:7]1([CH2:14][CH2:15][C:16]([O:18][CH2:19][CH3:20])=[O:17])[S:11][CH:10]([CH2:12][SH:13])[CH2:9][S:8]1)[CH3:2].[CH2:22]([C:25]1[C:35]([OH:36])=[C:34]([C:37](=[O:39])[CH3:38])[CH:33]=[CH:32][C:26]=1[O:27][CH2:28][CH2:29][CH2:30]Br)[CH2:23][CH3:24].C(=O)([O-])[O-].[K+].[K+]>C(C(C)=O)C>[C:37]([C:34]1[CH:33]=[CH:32][C:26]([O:27][CH2:28][CH2:29][CH2:30][S:13][CH2:12][CH:10]2[CH2:9][S:8][C:7]([CH2:14][CH2:15][C:16]([O:18][CH2:19][CH3:20])=[O:17])([CH2:6][CH2:5][C:4]([O:3][CH2:1][CH3:2])=[O:21])[S:11]2)=[C:25]([CH2:22][CH2:23][CH3:24])[C:35]=1[OH:36])(=[O:39])[CH3:38] |f:2.3.4|. Reported procedure: The title compound was prepared by the procedure of Example 2 using the mercaptan produced in Example 31 (2.0 g, 0.0056 mol), 3-(2-n-propyl-3-hydroxy-4-acetylphenoxy)-1-bromopropane (prepared as described in U.S. Pat. No. 4,565,882, Example 14) (2.0 g, 0.006 mol) and anhydrous potassium carbonate (3.5 g) in methyl ethyl ketone (25 ml) at reflux overnight. The crude product was chromatographed on silica gel using 20% ethyl acetate/hexane as eluent to give 2.1 g (70%) of the product as an oil.